This data is from the Open Reaction Database (ORD), a public repository of structured organic reaction records. The task is: describe an organic reaction: reactants, conditions, products, and yield Reactants: NC1=C(C(=O)OCC(CCCC)CC)C=C(C=C1C)C#N (2-ethylhexyl 2-amino-5-cyano-3-methylbenzoate), CN (methylamine). The reagents and catalysts are C[O-].[Na+] (sodium methoxide). The product is NC1=C(C(=O)NC)C=C(C=C1C)C#N (2-amino-5-cyano-N,3-dimethylbenzamide). Yield: 124.9%. RXN SMILES: [NH2:1][C:2]1[C:18]([CH3:19])=[CH:17][C:16]([C:20]#[N:21])=[CH:15][C:3]=1[C:4]([O:6]CC(CC)CCCC)=O.[CH3:22][NH2:23]>C[O-].[Na+]>[NH2:1][C:2]1[C:18]([CH3:19])=[CH:17][C:16]([C:20]#[N:21])=[CH:15][C:3]=1[C:4]([NH:23][CH3:22])=[O:6] |f:2.3|. Reported procedure: The above-described method (Example 3) was repeated to stir 2-ethylhexyl 2-amino-5-cyano-3-methylbenzoate (1.00 g, 3.09 mmol) with methylamine (3.60 g, 46.3 mmol, 40% in methanol) and one drop of sodium methoxide (30% in methanol) at room temperature for 18 hours. The entire reaction batch was vacuum distilled and 2-amino-5-cyano-N,3-dimethylbenzamide (730 mg, 91.4% of theory, 73.1 area % LC) was obtained as a brown solid. Reactants: C(C)OC(C(C(=O)OCC)=NOC1CC1)=N (ethyl 3-ethoxy-3-imino-2-(cyclopropyloxyimino)propionate), [Cl-].[NH4+] (ammonium chloride). Run in CO (methanol). Conditions: time 3 day. Yields the product Cl.C(N)(=N)C(C(=O)OCC)=NOC1CC1 (ethyl 2-amidino-2(cyclopropyloxyimino)acetate hydrochloride). Isolated yield 90.8%. Reaction SMILES: C(O[C:4](=[NH:16])[C:5](=[N:11][O:12][CH:13]1[CH2:15][CH2:14]1)[C:6]([O:8][CH2:9][CH3:10])=[O:7])C.[Cl-:17].[NH4+:18]>CO>[ClH:17].[C:4]([C:5](=[N:11][O:12][CH:13]1[CH2:14][CH2:15]1)[C:6]([O:8][CH2:9][CH3:10])=[O:7])(=[NH:16])[NH2:18] |f:1.2,4.5|. Procedure details: A mixture of ethyl 3-ethoxy-3-imino-2-(cyclopropyloxyimino)propionate (syn isomer)(9.6 g) and ammonium chloride (3.27 g) in methanol (70 ml) was stirred at ambient temperature for 3 days. The mixture was concentrated in vacuo and triturated with diethyl ether to give crude ethyl 2-amidino-2(cyclopropyloxyimino)acetate hydrochloride (syn isomer) (9.00 g) as a solid. Starting materials: BrCC(=O)OCC (ethyl bromoacetate), C12(CC3CC(CC(C1)C3)C2)C2=CC=C(C=C2)O (p-(1-adamantyl)-phenol). The product is C(C)OC(COC1=CC=C(C=C1)C12CC3CC(CC(C1)C3)C2)=O (4-(1-adamantyl)-phenoxyacetic acid ethyl ester). RXN SMILES: Br[CH2:2][C:3]([O:5][CH2:6][CH3:7])=[O:4].[C:8]12([C:18]3[CH:23]=[CH:22][C:21]([OH:24])=[CH:20][CH:19]=3)[CH2:17][CH:12]3[CH2:13][CH:14]([CH2:16][CH:10]([CH2:11]3)[CH2:9]1)[CH2:15]2>>[CH2:6]([O:5][C:3](=[O:4])[CH2:2][O:24][C:21]1[CH:20]=[CH:19][C:18]([C:8]23[CH2:9][CH:10]4[CH2:16][CH:14]([CH2:13][CH:12]([CH2:11]4)[CH2:17]2)[CH2:15]3)=[CH:23][CH:22]=1)[CH3:7]. Procedure details: Analogously to the method described in Example 16, the use of ethyl bromoacetate and p-(1-adamantyl)-phenol as starting materials gives 4-(1-adamantyl)-phenoxyacetic acid ethyl ester of melting point 89°-90° C (flakes; from etherpentane). Reactants: CC=CCC1Cc2ccc(Cl)cc2C1=O, CO, ClCCl, O=[O+][O-]. Yields the product O=CCC1Cc2ccc(Cl)cc2C1=O. RXN SMILES: [CH2:4]([CH:5]=[CH:6][CH3:7])[CH:8]1[C:9](=[O:18])[c:10]2[cH:11][c:12]([Cl:17])[cH:13][cH:14][c:15]2[CH2:16]1.[CH3:22][OH:23].[Cl:19][CH2:20][Cl:21].[O-:1][O+:2]=[O:3]>>[O:1]=[CH:5][CH2:4][CH:8]1[C:9](=[O:18])[c:10]2[cH:11][c:12]([Cl:17])[cH:13][cH:14][c:15]2[CH2:16]1. Reactants: ClC1=CC(=C(C=C1)N1C(C=2CCCCC2C1(C)O)=O)F (2-(4-chloro-2-fluorophenyl)-2,-3,4,5,6,7-hexahydro-3-hydroxy-3-methyl-1H-isoindol-1-one), S([O-])(O)(=O)=O.[K+] (potassium bisulfate). The solvent is C(Cl)(Cl)Cl (chloroform). Conditions: time 15 minute. The product is 10.1, ClC1=CC(=C(C=C1)N1C(C=2CCCCC2C1=C)=O)F (2-(4-chloro-2-fluorophenyl)-2,3,4,5,6,7-hexahydro-3-methylene-1H-isoindol-1-one). As a reaction SMILES: [Cl:1][C:2]1[CH:7]=[CH:6][C:5]([N:8]2[C:16](O)([CH3:17])[C:15]3[CH2:14][CH2:13][CH2:12][CH2:11][C:10]=3[C:9]2=[O:19])=[C:4]([F:20])[CH:3]=1.S(=O)(=O)(O)[O-].[K+]>C(Cl)(Cl)Cl>[Cl:1][C:2]1[CH:7]=[CH:6][C:5]([N:8]2[C:16](=[CH2:17])[C:15]3[CH2:14][CH2:13][CH2:12][CH2:11][C:10]=3[C:9]2=[O:19])=[C:4]([F:20])[CH:3]=1 |f:1.2|. Procedure details: Twenty-one parts of 2-(4-chloro-2-fluorophenyl)-2,-3,4,5,6,7-hexahydro-3-hydroxy-3-methyl-1H-isoindol-1-one and one part of potassium bisulfate were heated with occasional stirring in an oil bath at 160°-170° for 15 minutes. The melt was poured into 200 parts of chloroform and washed successively with 100 parts of water, 50 parts of 10% aqueous sodium hydroxide and 100 parts of saturated aqueous sodium chloride solution. After drying the organic phase with anhydrous sodium sulfate, the solvent w... Reactants: C(#N)C1CC(CC2=C(C=CC=C12)OC)C1=CC=CC=C1 (1-cyano-5-methoxy-3-phenyl-1,2,3,4-tetrahydronaphthalene), [OH-].[K+] (potassium hydroxide), C(CO)O (ethylene glycol), Cl (hydrochloric acid). Run at temperature -20 celsius. Product: COC1=C2CC(CC(C2=CC=C1)C(=O)O)C1=CC=CC=C1 (5-Methoxy-3-phenyl-1,2,3,4-tetrahydro-1-naphthalene carboxylic acid). As a reaction SMILES: C(C1[C:12]2[C:7](=[C:8]([O:13][CH3:14])[CH:9]=[CH:10][CH:11]=2)[CH2:6][CH:5]([C:15]2[CH:20]=[CH:19][CH:18]=[CH:17][CH:16]=2)[CH2:4]1)#N.[OH-:21].[K+].Cl.[CH2:24]([OH:27])[CH2:25]O>>[CH3:14][O:13][C:8]1[CH:9]=[CH:10][CH:11]=[C:12]2[C:7]=1[CH2:6][CH:5]([C:15]1[CH:20]=[CH:19][CH:18]=[CH:17][CH:16]=1)[CH2:4][CH:25]2[C:24]([OH:27])=[O:21] |f:1.2|. Reported procedure: A mixture of 5.03 g (19.1 mmol) of 1-cyano-5-methoxy-3-phenyl-1,2,3,4-tetrahydronaphthalene, from Step 2, 40 mL of 5% aqueous potassium hydroxide solution and 90 mL of ethylene glycol is heated at reflux temperature for 8 h. The reaction mixture is then cooled to -20° C. and made acidic by the addition of cold concentrated aqueous hydrochloric acid solution. The acidic solution is extracted with methylene chloride and the organic extracts are washed with brine, dried over anhydrous magnesium sul... Starting materials: [Cl-].[Al+3].[Cl-].[Cl-] (Aluminum chloride), C(C)(C)(C)C1=CC=C(C=C1)C(C1=CC=C(C(=N1)OC)Cl)OCC1CCCC1 (6-[(4-tert-butylphenyl)(cyclopentylmethoxy)methyl]-3-chloro-2-methoxypyridine), C1(CCCC1)S (cyclopentanethiol), O (Water). Reaction conditions: temperature 40 celsius, time 2 hour. Yields the product C(C)(C)(C)C1=CC=C(C=C1)C(C1=CC=C(C(N1)=O)Cl)SC1CCCC1 (6-[(4-tert-Butylphenyl)(cyclopentylsulfanyl)methyl]-3-chloropyridin-2(1H)-one). Yield: 25.0%. As a reaction SMILES: [Cl-].[Al+3].[Cl-].[Cl-].[C:5]([C:9]1[CH:14]=[CH:13][C:12]([CH:15](OCC2CCCC2)[C:16]2[N:21]=[C:20]([O:22]C)[C:19]([Cl:24])=[CH:18][CH:17]=2)=[CH:11][CH:10]=1)([CH3:8])([CH3:7])[CH3:6].O.[CH:33]1([SH:38])[CH2:37][CH2:36][CH2:35][CH2:34]1>>[C:5]([C:9]1[CH:10]=[CH:11][C:12]([CH:15]([S:38][CH:33]2[CH2:37][CH2:36][CH2:35][CH2:34]2)[C:16]2[NH:21][C:20](=[O:22])[C:19]([Cl:24])=[CH:18][CH:17]=2)=[CH:13][CH:14]=1)([CH3:6])([CH3:7])[CH3:8] |f:0.1.2.3|. Procedure: Aluminum chloride (66 mg) was added to a solution of 6-[(4-tert-butylphenyl)(cyclopentylmethoxy)methyl]-3-chloro-2-methoxypyridine (64 mg) in cyclopentanethiol (1 mL) under ice-cooling, and then the mixture was stirred at 40° C. for two hours. Water was added to the reaction solution, followed by extraction with ethyl acetate. The organic layer was washed with water and brine, dried over anhydrous magnesium sulfate and filtered, after which the solvent was evaporated under reduced pressure. The ...